From a dataset of the Open Reaction Database (ORD), a public repository of structured organic reaction records. describe an organic reaction: reactants, conditions, products, and yield The reactants are CC(C)[Si](C(C)C)(C(C)C)n1cc(C2CCN(C)CC2)c2cc(Br)ccc21, Cc1ccccc1, CCOC(C)=O, [Na+], [Na+], O=C([O-])[O-], OB(O)c1ccccc1, c1ccc(P(c2ccccc2)(c2ccccc2)[Pd](P(c2ccccc2)(c2ccccc2)c2ccccc2)(P(c2ccccc2)(c2ccccc2)c2ccccc2)P(c2ccccc2)(c2ccccc2)c2ccccc2)cc1. Yields the product CC(C)[Si](C(C)C)(C(C)C)n1cc(C2CCN(C)CC2)c2cc(-c3ccccc3)ccc21. As a reaction SMILES: [Br:1][c:2]1[cH:3][c:4]2[c:5]([CH:21]3[CH2:22][CH2:23][N:24]([CH3:27])[CH2:25][CH2:26]3)[cH:6][n:7]([Si:11]([CH:12]([CH3:13])[CH3:14])([CH:15]([CH3:16])[CH3:17])[CH:18]([CH3:19])[CH3:20])[c:8]2[cH:9][cH:10]1.[CH3:43][c:44]1[cH:45][cH:46][cH:47][cH:48][cH:49]1.[CH3:50][CH2:51][O:52][C:53](=[O:54])[CH3:55].[Na+:37].[Na+:38].[O-:39][C:40](=[O:41])[O-:42].[OH:28][B:29]([OH:30])[c:31]1[cH:32][cH:33][cH:34][cH:35][cH:36]1.[cH:56]1[cH:57][cH:58][c:59]([P:60]([Pd:61]([P:62]([c:63]2[cH:64][cH:65][cH:66][cH:67][cH:68]2)([c:69]2[cH:70][cH:71][cH:72][cH:73][cH:74]2)[c:75]2[cH:76][cH:77][cH:78][cH:79][cH:80]2)([P:81]([c:82]2[cH:83][cH:84][cH:85][cH:86][cH:87]2)([c:88]2[cH:89][cH:90][cH:91][cH:92][cH:93]2)[c:94]2[cH:95][cH:96][cH:97][cH:98][cH:99]2)[P:100]([c:101]2[cH:102][cH:103][cH:104][cH:105][cH:106]2)([c:107]2[cH:108][cH:109][cH:110][cH:111][cH:112]2)[c:113]2[cH:114][cH:115][cH:116][cH:117][cH:118]2)([c:119]2[cH:120][cH:121][cH:122][cH:123][cH:124]2)[c:125]2[cH:126][cH:127][cH:128][cH:129][cH:130]2)[cH:131][cH:132]1>>[c:2]1(-[c:31]2[cH:32][cH:33][cH:34][cH:35][cH:36]2)[cH:3][c:4]2[c:5]([CH:21]3[CH2:22][CH2:23][N:24]([CH3:27])[CH2:25][CH2:26]3)[cH:6][n:7]([Si:11]([CH:12]([CH3:13])[CH3:14])([CH:15]([CH3:16])[CH3:17])[CH:18]([CH3:19])[CH3:20])[c:8]2[cH:9][cH:10]1. Starting materials: C(C)(C)(C)OC(N(C1CC1)CCC1=CC(=C(C=C1)Cl)C=O)=O ([2-(4-chloro-3-formyl-phenyl)-ethyl]-cyclopropyl-carbamic acid tert-butyl ester), C1(CC1)N (cyclopropylamine), [BH4-].[Na+] (NaBH4). Run in CO (MeOH). Run at time 1 hour. Yields the product C(C)(C)(C)OC(N(C1CC1)CCC1=CC(=C(C=C1)Cl)CNC1CC1)=O ([2-(4-Chloro-3-cyclopropylaminomethyl-phenyl)-ethyl]-cyclopropyl-carbamic acid tert-butyl ester). Yield: 59.3%. Reaction SMILES: [C:1]([O:5][C:6](=[O:22])[N:7]([CH2:11][CH2:12][C:13]1[CH:18]=[CH:17][C:16]([Cl:19])=[C:15]([CH:20]=O)[CH:14]=1)[CH:8]1[CH2:10][CH2:9]1)([CH3:4])([CH3:3])[CH3:2].[CH:23]1([NH2:26])[CH2:25][CH2:24]1.[BH4-].[Na+]>CO>[C:1]([O:5][C:6](=[O:22])[N:7]([CH2:11][CH2:12][C:13]1[CH:18]=[CH:17][C:16]([Cl:19])=[C:15]([CH2:20][NH:26][CH:23]2[CH2:25][CH2:24]2)[CH:14]=1)[CH:8]1[CH2:10][CH2:9]1)([CH3:4])([CH3:3])[CH3:2] |f:2.3|. Procedure details: A mixture of [2-(4-chloro-3-formyl-phenyl)-ethyl]-cyclopropyl-carbamic acid tert-butyl ester (1.32 g, 4.08 mmol) and cyclopropylamine (0.438 mL, 6.1 mmol) in MeOH (41 mL) was heated to reflux for 4 h. The mixture was allowed to cool to rt, and NaBH4 (232 mg) was added in portions. The mixture was stirred for 1 h, and the solvents were removed under reduced pressure. EtOAc (100 mL) was added, and the mixture was washed with aq. sat. NaHCO3 and brine. The org. layer was dried over MgSO4, filtered,... The reactants are [Al+3], CCOC(C)=O, [H-], [H-], [H-], [H-], [Li+], N#Cc1ccc(Oc2ccccc2)s1, C1CCOC1, O. Yields the product NCc1ccc(Oc2ccccc2)s1. Reaction SMILES: [Al+3:16].[CH3:22][CH2:23][O:24][C:25](=[O:26])[CH3:27].[H-:15].[H-:18].[H-:19].[H-:20].[Li+:17].[O:1]([c:2]1[cH:3][cH:4][cH:5][cH:6][cH:7]1)[c:8]1[cH:9][cH:10][c:11]([C:13]#[N:14])[s:12]1.[O:28]1[CH2:29][CH2:30][CH2:31][CH2:32]1.[OH2:21]>>[O:1]([c:2]1[cH:3][cH:4][cH:5][cH:6][cH:7]1)[c:8]1[cH:9][cH:10][c:11]([CH2:13][NH2:14])[s:12]1. As a reaction SMILES: [C:39]([Cl:40])([Cl:41])([Cl:42])[Cl:43].[CH2:1]([CH:2]=[C:3]([CH3:4])[CH2:5][CH2:6][CH:7]=[C:8]([CH3:9])[CH2:10][CH2:11][CH:12]=[C:13]([CH3:14])[CH3:15])[CH2:16][C:17](=[O:18])[OH:19].[c:20]1([P:21]([c:22]2[cH:23][cH:24][cH:25][cH:26][cH:27]2)[c:28]2[cH:29][cH:30][cH:31][cH:32][cH:33]2)[cH:34][cH:35][cH:36][cH:37][cH:38]1>>[CH2:1]([CH:2]=[C:3]([CH3:4])[CH2:5][CH2:6][CH:7]=[C:8]([CH3:9])[CH2:10][CH2:11][CH:12]=[C:13]([CH3:14])[CH3:15])[CH2:16][C:17](=[O:19])[Cl:40]. Yields the product CC(C)=CCCC(C)=CCCC(C)=CCCC(=O)Cl. Starting materials: ClC(Cl)(Cl)Cl, CC(C)=CCCC(C)=CCCC(C)=CCCC(=O)O, c1ccc(P(c2ccccc2)c2ccccc2)cc1. The reactants are N1C=NC(=C1)C=1C=CC(=NC1)C (5-(1H-Imidazol-4-yl)-2-methyl-pyridine), C([O-])([O-])=O.[K+].[K+] (potassium carbonate), BrCCCCN1C(C=2C(C1=O)=CC=CC2)=O (N-(4-bromobutyl)phtalimide). The solvent is CN(C)C=O (DMF). Run at temperature 80 celsius, time 24 hour. Product: CC1=CC=C(C=N1)C=1N=CN(C1)CN1C(C2=CC=CC=C2C1=O)=O (2-[4-(6-Methyl-pyridin-3-yl)-imidazol-1-ylmethyl]-isoindole-1,3-dione). The yield is 37.0%. RXN SMILES: [NH:1]1[CH:5]=[C:4]([C:6]2[CH:7]=[CH:8][C:9]([CH3:12])=[N:10][CH:11]=2)[N:3]=[CH:2]1.C(=O)([O-])[O-].[K+].[K+].BrCCC[CH2:23][N:24]1[C:28](=[O:29])[C:27]2=[CH:30][CH:31]=[CH:32][CH:33]=[C:26]2[C:25]1=[O:34]>CN(C=O)C>[CH3:12][C:9]1[N:10]=[CH:11][C:6]([C:4]2[N:3]=[CH:2][N:1]([CH2:23][N:24]3[C:28](=[O:29])[C:27]4[C:26](=[CH:33][CH:32]=[CH:31][CH:30]=4)[C:25]3=[O:34])[CH:5]=2)=[CH:7][CH:8]=1 |f:1.2.3|. Procedure: To a solution of 5-(1H-Imidazol-4-yl)-2-methyl-pyridine (1 eq) in DMF was added potassium carbonate (4 eq) at room temperature under dry conditions. After heating the reaction mixture in a 80° C. oil bath for 1 hour, N-(4-bromobutyl)phtalimide (3.9 eq) was added to the mixture. The solution was left stirring in a 80° C. oil bath for 24 hours. Upon cooling, the reaction was filtered and the solid was washed with ethyl acetate. The filterate was diluted with ethyl acetate and washed with NH4Cl(sat... Reactants: ClC=1C=C(CN2C(C3=C(C(N(C(=C3CC2)C(=O)O)CCCCNC)=O)O)=O)C=CC1F (6-(3-chloro-4-fluorobenzyl)-4-hydroxy-2-[4-(methylamino)butyl]-3,5-dioxo-2,3,5,6,7,8-hexahydro-2,6-naphthyridine-1-carboxylic acid), Cl.CN(CCCN=C=NCC)C (1-(3-dimethylaminopropyl)-3-ethylcarbodiimide hydrochloride), ON1N=NC2=C1N=CC=C2 (1-hydroxy-7-azabenzotriazole), CN1CCOCC1 (N-methylmorpholine). Solvent: CN(C)C=O (DMF). The product is ClC=1C=C(CN2C(C3=C(C(N4C(=C3CC2)C(N(CCCC4)C)=O)=O)O)=O)C=CC1F (11-(3-Chloro-4-fluorobenzyl)-9-hydroxy-2-methyl-3,4,5,6,12,13-hexahydro-2H[1,4]diazocino[2,1-a]-2,6-naphthyridine-1,8,10(11H)-trione). As a reaction SMILES: [Cl:1][C:2]1[CH:3]=[C:4]([CH:28]=[CH:29][C:30]=1[F:31])[CH2:5][N:6]1[CH2:15][CH2:14][C:13]2[C:8](=[C:9]([OH:26])[C:10](=[O:25])[N:11]([CH2:19][CH2:20][CH2:21][CH2:22][NH:23][CH3:24])[C:12]=2[C:16](O)=[O:17])[C:7]1=[O:27].Cl.CN(C)CCCN=C=NCC.ON1C2N=CC=CC=2N=N1.CN1CCOCC1>CN(C=O)C>[Cl:1][C:2]1[CH:3]=[C:4]([CH:28]=[CH:29][C:30]=1[F:31])[CH2:5][N:6]1[CH2:15][CH2:14][C:13]2[C:8](=[C:9]([OH:26])[C:10](=[O:25])[N:11]3[CH2:19][CH2:20][CH2:21][CH2:22][N:23]([CH3:24])[C:16](=[O:17])[C:12]3=2)[C:7]1=[O:27] |f:1.2|. Procedure details: A solution of 6-(3-chloro-4-fluorobenzyl)-4-hydroxy-2-[4-(methylamino)butyl]-3,5-dioxo-2,3,5,6,7,8-hexahydro-2,6-naphthyridine-1-carboxylic acid (0.18 g, 0.40 mmol), 1-(3-dimethylaminopropyl)-3-ethylcarbodiimide hydrochloride (0.08 g, 0.41 mmol), and 1-hydroxy-7-azabenzotriazole (0.07 g, 0.51 mmol), and N-methylmorpholine (0.35 mL, 3.16 mmol) in anhydrous DMF (3 mL) was stirred at room temperature overnight. The reaction mixture was concentrated under vacuum. The residue was purified by reverse ...